From a dataset of the Open Reaction Database (ORD), a public repository of structured organic reaction records. describe an organic reaction: reactants, conditions, products, and yield The product is COC(=O)c1nc(CN2CCN(C)CC2)n(-c2ccc(Cl)cc2C(=O)c2ccccc2Cl)n1. Starting materials: COC(=O)c1nc(CI)n(-c2ccc(Cl)cc2C(=O)c2ccccc2Cl)n1, CN1CCNCC1, CO. RXN SMILES: [CH3:1][O:2][C:3](=[O:4])[c:5]1[n:6][n:7](-[c:12]2[c:13]([C:19]([c:20]3[c:21]([Cl:26])[cH:22][cH:23][cH:24][cH:25]3)=[O:27])[cH:14][c:15]([Cl:18])[cH:16][cH:17]2)[c:8]([CH2:10][I:11])[n:9]1.[CH3:28][N:29]1[CH2:30][CH2:31][NH:32][CH2:33][CH2:34]1.[CH3:35][OH:36]>>[CH3:1][O:2][C:3](=[O:4])[c:5]1[n:6][n:7](-[c:12]2[c:13]([C:19]([c:20]3[c:21]([Cl:26])[cH:22][cH:23][cH:24][cH:25]3)=[O:27])[cH:14][c:15]([Cl:18])[cH:16][cH:17]2)[c:8]([CH2:10][N:32]2[CH2:31][CH2:30][N:29]([CH3:28])[CH2:34][CH2:33]2)[n:9]1. Starting materials: ice water, ClC1=NN=C(C2=CC=CC=C12)C1=CC=C(C=C1)F (1-chloro-4-(4-fluorophenyl)phthalazine), C[C@H]1CN(CCN1)C(=O)OC(C)(C)C ((S)-tert-butyl 3-methylpiperazine-1-carboxylate), C(C)(C)N(CC)C(C)C (diisopropylethylamine). The solvent is CS(=O)C (DMSO). Reaction conditions: temperature 120 celsius. Product: FC1=CC=C(C=C1)C1=NN=C(C2=CC=CC=C12)N1C[C@@H](N(CC1)C(=O)OC(C)(C)C)C ((S)-tert-Butyl 4-(4-(4-fluorophenyl)phthalazin-1-yl)-2-methylpiperazine-1-carboxylate). Isolated yield 38.6%. RXN SMILES: Cl[C:2]1[C:11]2[C:6](=[CH:7][CH:8]=[CH:9][CH:10]=2)[C:5]([C:12]2[CH:17]=[CH:16][C:15]([F:18])=[CH:14][CH:13]=2)=[N:4][N:3]=1.C[C@@H:20]1[NH:25][CH2:24][CH2:23][N:22]([C:26]([O:28][C:29]([CH3:32])([CH3:31])[CH3:30])=[O:27])[CH2:21]1.[CH:33](N(C(C)C)CC)(C)C>CS(C)=O>[F:18][C:15]1[CH:16]=[CH:17][C:12]([C:5]2[C:6]3[C:11](=[CH:10][CH:9]=[CH:8][CH:7]=3)[C:2]([N:25]3[CH2:24][CH2:23][N:22]([C:26]([O:28][C:29]([CH3:30])([CH3:31])[CH3:32])=[O:27])[C@@H:21]([CH3:33])[CH2:20]3)=[N:3][N:4]=2)=[CH:13][CH:14]=1. Procedure: Add 1-chloro-4-(4-fluorophenyl)phthalazine (200 g, 773 mmol) to a solution of (S)-tert-butyl 3-methylpiperazine-1-carboxylate (232 g, 1.16 mol), diisopropylethylamine (674 mL, 28.1 mol), and DMSO (2.0 L). Heat the mixture to 120° C. for 60 h. Cool the mixture to 25° C., pour into ice water (3.0 L) and filter. Collect the solids, dissolve in CH2Cl2 (2.0 L), and extract with water (2.0 L). Concentrate the organic phase and add to a silica plug (3.0 kg silica) eluting with 3% THF in CH2Cl2 to yield...